Dataset: the Open Reaction Database (ORD), a public repository of structured organic reaction records. Task: describe an organic reaction: reactants, conditions, products, and yield Reactants: solid, COC1=C(C=C(C=C1)N1CCOCC1)N (2-methoxy-5-morpholin-4-yl-phenylamine), C(C1=CC=CC=C1)(=O)N=C=S (benzoyl isothiocyanate). Solvent: CC(=O)C (acetone), CC(=O)C (acetone). Reaction conditions: time 30 minute. Yields the product C(C1=CC=CC=C1)(=O)NC(=S)NC1=C(C=CC(=C1)N1CCOCC1)OC (1-Benzoyl-3-(2-methoxy-5-morpholin-4-yl-phenyl)-thiourea). As a reaction SMILES: [CH3:1][O:2][C:3]1[CH:8]=[CH:7][C:6]([N:9]2[CH2:14][CH2:13][O:12][CH2:11][CH2:10]2)=[CH:5][C:4]=1[NH2:15].[C:16]([N:24]=[C:25]=[S:26])(=[O:23])[C:17]1[CH:22]=[CH:21][CH:20]=[CH:19][CH:18]=1>CC(C)=O>[C:16]([NH:24][C:25]([NH:15][C:4]1[CH:5]=[C:6]([N:9]2[CH2:10][CH2:11][O:12][CH2:13][CH2:14]2)[CH:7]=[CH:8][C:3]=1[O:2][CH3:1])=[S:26])(=[O:23])[C:17]1[CH:22]=[CH:21][CH:20]=[CH:19][CH:18]=1. Reported procedure: To a solution of 2-methoxy-5-morpholin-4-yl-phenylamine (4.6 g, 22 mmol) in acetone (140 ml) is added a solution of benzoyl isothiocyanate (3.4 ml, 25 mmol) in acetone (80 ml) and the reaction mixture is stirred for further 30 min at ambient temperature. After removal of the volatile components in vacuo, the product is isolated by flash chromatography (silica, eluent ethyl acetate/n-hexane 1:4, then 1:2) as a yellow solid (8.0 g, 97%). MS: m/e=272 (M+).